describe an organic reaction: reactants, conditions, products, and yield From a dataset of the Open Reaction Database (ORD), a public repository of structured organic reaction records. Starting materials: CC(C)c1c(C(=O)NCc2ccc(F)c(F)c2)c2ccc(O)cc2n1Cc1ccccc1, CCCCI, [K+], [K+], O=C([O-])[O-], CN(C)C=O. The product is CCCCOc1ccc2c(C(=O)NCc3ccc(F)c(F)c3)c(C(C)C)n(Cc3ccccc3)c2c1. As a reaction SMILES: [CH2:1]([c:2]1[cH:3][cH:4][cH:5][cH:6][cH:7]1)[n:8]1[c:9]([CH:30]([CH3:31])[CH3:32])[c:10]([C:18](=[O:19])[NH:20][CH2:21][c:22]2[cH:23][c:24]([F:29])[c:25]([F:28])[cH:26][cH:27]2)[c:11]2[cH:12][cH:13][c:14]([OH:17])[cH:15][c:16]12.[I:39][CH2:40][CH2:41][CH2:42][CH3:43].[K+:33].[K+:34].[O-:35][C:36]([O-:37])=[O:38].[O:44]=[CH:45][N:46]([CH3:47])[CH3:48]>>[CH2:1]([c:2]1[cH:3][cH:4][cH:5][cH:6][cH:7]1)[n:8]1[c:9]([CH:30]([CH3:31])[CH3:32])[c:10]([C:18](=[O:19])[NH:20][CH2:21][c:22]2[cH:23][c:24]([F:29])[c:25]([F:28])[cH:26][cH:27]2)[c:11]2[cH:12][cH:13][c:14]([O:17][CH2:40][CH2:41][CH2:42][CH3:43])[cH:15][c:16]12. Starting materials: Fc1ccc(CBr)cc1, O=C([O-])[O-], CN(C)C=O, CCOC(C)=O, [K+], [K+], CCCc1c(Cc2ccc(-c3ccccc3C#N)cc2)c(=O)[nH]c2ncnn12. Product: CCCc1c(Cc2ccc(-c3ccccc3C#N)cc2)c(=O)n(Cc2ccc(F)cc2)c2ncnn12. Reaction SMILES: [Br:29][CH2:30][c:31]1[cH:32][cH:33][c:34]([F:37])[cH:35][cH:36]1.[C:38](=[O:39])([O-:40])[O-:41].[CH3:44][N:45]([CH3:46])[CH:47]=[O:48].[CH3:49][CH2:50][O:51][C:52](=[O:53])[CH3:54].[K+:42].[K+:43].[O:1]=[c:2]1[nH:3][c:4]2[n:5]([c:6]([CH2:23][CH2:24][CH3:25])[c:7]1[CH2:8][c:9]1[cH:10][cH:11][c:12](-[c:15]3[c:16]([C:21]#[N:22])[cH:17][cH:18][cH:19][cH:20]3)[cH:13][cH:14]1)[n:26][cH:27][n:28]2>>[O:1]=[c:2]1[n:3]([CH2:30][c:31]2[cH:32][cH:33][c:34]([F:37])[cH:35][cH:36]2)[c:4]2[n:5]([c:6]([CH2:23][CH2:24][CH3:25])[c:7]1[CH2:8][c:9]1[cH:10][cH:11][c:12](-[c:15]3[c:16]([C:21]#[N:22])[cH:17][cH:18][cH:19][cH:20]3)[cH:13][cH:14]1)[n:26][cH:27][n:28]2. Reactants: Cl (hydrochloric acid), C1(CC1)C1=CC=C2C(=C(NC2=C1)C1=CC=CC=C1)CC1=CC=CC(=N1)C#N (6-(6-cyclopropyl-2-phenyl-1H-indol-3-ylmethyl)pyridine-2-carbonitrile), [N-]=[N+]=[N-].[Na+] (sodium azide), C(C)(C)O (isopropyl alcohol). The reagents and catalysts are [Br-].[Zn+2].[Br-] (zinc bromide). Solvent: O (water). Yields the product C1(CC1)C1=CC=C2C(=C(NC2=C1)C1=CC=CC=C1)CC1=NC(=CC=C1)C1=NN=NN1 (6-Cyclopropyl-2-phenyl-3-[6-(1H-tetrazol-5-yl)pyridin-2-ylmethyl]-1H-indole). The yield is 85.4%. Reaction SMILES: [CH:1]1([C:4]2[CH:12]=[C:11]3[C:7]([C:8]([CH2:19][C:20]4[N:25]=[C:24]([C:26]#[N:27])[CH:23]=[CH:22][CH:21]=4)=[C:9]([C:13]4[CH:18]=[CH:17][CH:16]=[CH:15][CH:14]=4)[NH:10]3)=[CH:6][CH:5]=2)[CH2:3][CH2:2]1.[N-:28]=[N+:29]=[N-:30].[Na+].C(O)(C)C.Cl>[Br-].[Zn+2].[Br-].O>[CH:1]1([C:4]2[CH:12]=[C:11]3[C:7]([C:8]([CH2:19][C:20]4[CH:21]=[CH:22][CH:23]=[C:24]([C:26]5[NH:30][N:29]=[N:28][N:27]=5)[N:25]=4)=[C:9]([C:13]4[CH:18]=[CH:17][CH:16]=[CH:15][CH:14]=4)[NH:10]3)=[CH:6][CH:5]=2)[CH2:2][CH2:3]1 |f:1.2,5.6.7|. Reported procedure: To a mixture of 6-(6-cyclopropyl-2-phenyl-1H-indol-3-ylmethyl)pyridine-2-carbonitrile (93 mg), sodium azide (86.5 mg), isopropyl alcohol (3.2 mL), and water (2.1 mL) was added zinc bromide (74.9 mg), and this mixture was heated under reflux for 23 hours while stirring. The reaction mixture was left to be cooled. To the reaction mixture was added 1 mol/L hydrochloric acid, followed by extraction with ethyl acetate. The organic layer was washed with saturated brine, dried over anhydrous sodium sul... Starting materials: C(C1=CC=CC=C1)SC1=NC=NC2=C1N=C(N=C2N2CCOCC2)OC2=CC=CC=C2 (8-benzylthio-4-morpholino-2-phenoxypyrimido[5,4-d]pyrimidine), OCCN (2-hydroxyethyl-amine). Product: C(C1=CC=CC=C1)SC1=NC=NC2=C1N=C(N=C2N2CCOCC2)NCCO (8-Benzylthio-2-(2-hydroxyethyl-amino)-4-morpholinopyrimido[5,4-d]pyrimidine). RXN SMILES: [CH2:1]([S:8][C:9]1[C:14]2[N:15]=[C:16](OC3C=CC=CC=3)[N:17]=[C:18]([N:19]3[CH2:24][CH2:23][O:22][CH2:21][CH2:20]3)[C:13]=2[N:12]=[CH:11][N:10]=1)[C:2]1[CH:7]=[CH:6][CH:5]=[CH:4][CH:3]=1.[OH:32][CH2:33][CH2:34][NH2:35]>>[CH2:1]([S:8][C:9]1[C:14]2[N:15]=[C:16]([NH:35][CH2:34][CH2:33][OH:32])[N:17]=[C:18]([N:19]3[CH2:20][CH2:21][O:22][CH2:23][CH2:24]3)[C:13]=2[N:12]=[CH:11][N:10]=1)[C:2]1[CH:3]=[CH:4][CH:5]=[CH:6][CH:7]=1. Procedure details: The same substance was also obtained in analogous manner by heating 8-benzylthio-4-morpholino-2-phenoxypyrimido[5,4-d]pyrimidine (melting point: 159°-161° C.) at 90° C. with 2-hydroxyethyl-amine. Starting materials: Cc1cccn1N1C(=O)c2ccccc2C1=O, O=C(Cl)c1ccccc1Cl, ClCCl, Cl[Sn](Cl)(Cl)Cl. The product is Cc1ccc(C(=O)c2ccccc2Cl)n1N1C(=O)c2ccccc2C1=O. Reaction SMILES: [C:1]1(=[O:17])[c:2]2[c:3]([cH:13][cH:14][cH:15][cH:16]2)[C:4](=[O:12])[N:5]1[n:6]1[c:7]([CH3:11])[cH:8][cH:9][cH:10]1.[Cl:18][c:19]1[c:20]([C:21](=[O:22])[Cl:23])[cH:24][cH:25][cH:26][cH:27]1.[Cl:33][CH2:34][Cl:35].[Sn:28]([Cl:29])([Cl:30])([Cl:31])[Cl:32]>>[C:1]1(=[O:17])[c:2]2[c:3]([cH:13][cH:14][cH:15][cH:16]2)[C:4](=[O:12])[N:5]1[n:6]1[c:7]([CH3:11])[cH:8][cH:9][c:10]1[C:21]([c:20]1[c:19]([Cl:18])[cH:27][cH:26][cH:25][cH:24]1)=[O:22]. Starting materials: IN1C(CCC1=O)=O (N-iodosuccinimide), BrC1=CC2=C(C(OC2)=O)C=C1 (5-bromo-2-benzofuran-1(3H)-one), ice water. Solvent: FC(S(=O)(=O)O)(F)F (trifluoromethanesulfonic acid). Run at time 8 hour. The product is BrC1=C(C2=C(C(OC2)=O)C=C1)I (5-bromo-4-iodo-2-benzofuran-1(3H)-one). RXN SMILES: [Br:1][C:2]1[CH:11]=[CH:10][C:5]2[C:6](=[O:9])[O:7][CH2:8][C:4]=2[CH:3]=1.[I:12]N1C(=O)CCC1=O>FC(F)(F)S(O)(=O)=O>[Br:1][C:2]1[CH:11]=[CH:10][C:5]2[C:6](=[O:9])[O:7][CH2:8][C:4]=2[C:3]=1[I:12]. Procedure details: To a cooled (0° C.) solution of 5-bromo-2-benzofuran-1(3H)-one (50 g, 0.235 mol) in trifluoromethanesulfonic acid (400 mL) was added N-iodosuccinimide (55.5 g, 0.247 mol). The resulting mixture was stirred at room temperature overnight, then poured slowly into ice water (2 L), filtered and the filtrate extracted with EtOAc. The combined organic layers were washed with water and brine, dried and concentrated to give 5-bromo-4-iodo-2-benzofuran-1(3H)-one.